This data is from the Open Reaction Database (ORD), a public repository of structured organic reaction records. The task is: describe an organic reaction: reactants, conditions, products, and yield The reactants are CC(C)Br, CN(C)C=O, O=C(c1ccc2[nH]c(C(=O)N3CCS(=O)(=O)CC3)cc2c1)N1CCN(C2CCCC2)CC1, [H-], [Na+]. Yields the product CC(C)n1c(C(=O)N2CCS(=O)(=O)CC2)cc2cc(C(=O)N3CCN(C4CCCC4)CC3)ccc21. Reaction SMILES: [Br:35][CH:36]([CH3:37])[CH3:38].[CH3:39][N:40]([CH3:41])[CH:42]=[O:43].[CH:1]1([N:6]2[CH2:7][CH2:8][N:9]([C:12](=[O:13])[c:14]3[cH:15][c:16]4[cH:17][c:18]([C:23](=[O:24])[N:25]5[CH2:26][CH2:27][S:28](=[O:31])(=[O:32])[CH2:29][CH2:30]5)[nH:19][c:20]4[cH:21][cH:22]3)[CH2:10][CH2:11]2)[CH2:2][CH2:3][CH2:4][CH2:5]1.[H-:33].[Na+:34]>>[CH:1]1([N:6]2[CH2:7][CH2:8][N:9]([C:12](=[O:13])[c:14]3[cH:15][c:16]4[cH:17][c:18]([C:23](=[O:24])[N:25]5[CH2:26][CH2:27][S:28](=[O:31])(=[O:32])[CH2:29][CH2:30]5)[n:19]([CH:36]([CH3:37])[CH3:38])[c:20]4[cH:21][cH:22]3)[CH2:10][CH2:11]2)[CH2:2][CH2:3][CH2:4][CH2:5]1.